Dataset: the Open Reaction Database (ORD), a public repository of structured organic reaction records. Task: describe an organic reaction: reactants, conditions, products, and yield The solvent is C(C)(=O)O.O1CCCC1.O (acetic acid tetrahydrofuran water). Reported procedure: A solution of 21 mg of 1,2,3,4,4a,5,6,8a-octahydro-2oxo-4a-trimethylsilyloxy-5,5,8a-trimethyl-1,6-methanonaphthalene in 4 ml of acetic acid/tetrahydrofuran/water (3:1:1) was stirred under argon at 25° C. over 10 hours, then poured into saturated aqueous NaHCO3 solution and extracted with CH2Cl2. After chromatography (SiO2, ethyl acetate/CH2Cl2) and sublimation, there were obtained 15 mg of 1,2,3,4,4a,5,6,8a-octahydro-2-oxo-4a-hydroxy-5,5,8a-trimethyl-1,6-methanonaphthalene (m.p. 112°-115° C., 95... The yield is 94.8%. RXN SMILES: [O:1]=[C:2]1[CH2:11][CH2:10][C:9]2([O:12][Si](C)(C)C)[C:4]3([CH3:20])[CH:5]=[CH:6][CH:7]([CH2:19][CH:3]13)[C:8]2([CH3:18])[CH3:17].C([O-])(O)=O.[Na+].C(OCC)(=O)C.C(Cl)Cl>C(O)(=O)C.O1CCCC1.O>[O:1]=[C:2]1[CH2:11][CH2:10][C:9]2([OH:12])[C:4]3([CH3:20])[CH:5]=[CH:6][CH:7]([CH2:19][CH:3]13)[C:8]2([CH3:17])[CH3:18] |f:1.2,3.4,5.6.7|. Starting materials: C(C)(=O)OCC.C(Cl)Cl (ethyl acetate CH2Cl2), C(=O)(O)[O-].[Na+] (NaHCO3), O=C1C2C3(C=CC(C(C3(CC1)O[Si](C)(C)C)(C)C)C2)C (1,2,3,4,4a,5,6,8a-octahydro-2oxo-4a-trimethylsilyloxy-5,5,8a-trimethyl-1,6-methanonaphthalene). The product is O=C1C2C3(C=CC(C(C3(CC1)O)(C)C)C2)C (1,2,3,4,4a,5,6,8a-octahydro-2-oxo-4a-hydroxy-5,5,8a-trimethyl-1,6-methanonaphthalene). Reactants: CC(=O)C(CC#CC1(O)CCCCC1)CCCc1ccc(C(=O)O)cc1, CCOC(C)=O, [H][H]. Product: CC(=O)C(CCCc1ccc(C(=O)O)cc1)CCCC1(O)CCCCC1. Reaction SMILES: [C:1]([CH3:2])(=[O:3])[CH:4]([CH2:5][CH2:6][CH2:7][c:8]1[cH:9][cH:10][c:11]([C:12](=[O:13])[OH:14])[cH:15][cH:16]1)[CH2:17][C:18]#[C:19][C:20]1([OH:26])[CH2:21][CH2:22][CH2:23][CH2:24][CH2:25]1.[CH3:29][CH2:30][O:31][C:32](=[O:33])[CH3:34].[H:27][H:28]>>[C:1]([CH3:2])(=[O:3])[CH:4]([CH2:5][CH2:6][CH2:7][c:8]1[cH:9][cH:10][c:11]([C:12](=[O:13])[OH:14])[cH:15][cH:16]1)[CH2:17][CH2:18][CH2:19][C:20]1([OH:26])[CH2:21][CH2:22][CH2:23][CH2:24][CH2:25]1.